From a dataset of the Open Reaction Database (ORD), a public repository of structured organic reaction records. describe an organic reaction: reactants, conditions, products, and yield The reactants are ClC1=C(C=C(CC2=C(SC(=C2C#N)N2CCOCC2)C(=O)OCC)C=C1)F (ethyl 3-(4-chloro-3-fluorobenzyl)-4-cyano-5-morpholin-4-ylthiophene-2-carboxylate), O1CCCC1 (tetrahydrofuran), CO (methanol), [OH-].[Na+] (sodium hydroxide), O (water). The product is ClC1=C(C=C(CC2=C(SC(=C2C#N)N2CCOCC2)C(=O)O)C=C1)F (3-(4-chloro-3-fluorobenzyl)-4-cyano-5-morpholin-4-ylthiophene-2-carboxylic acid). Yield: 66.3%. As a reaction SMILES: [Cl:1][C:2]1[CH:26]=[CH:25][C:5]([CH2:6][C:7]2[C:11]([C:12]#[N:13])=[C:10]([N:14]3[CH2:19][CH2:18][O:17][CH2:16][CH2:15]3)[S:9][C:8]=2[C:20]([O:22]CC)=[O:21])=[CH:4][C:3]=1[F:27].O1CCCC1.CO.[OH-].[Na+].O>>[Cl:1][C:2]1[CH:26]=[CH:25][C:5]([CH2:6][C:7]2[C:11]([C:12]#[N:13])=[C:10]([N:14]3[CH2:19][CH2:18][O:17][CH2:16][CH2:15]3)[S:9][C:8]=2[C:20]([OH:22])=[O:21])=[CH:4][C:3]=1[F:27] |f:3.4|. Reported procedure: To a solution of ethyl 3-(4-chloro-3-fluorobenzyl)-4-cyano-5-morpholin-4-ylthiophene-2-carboxylate in tetrahydrofuran (5.64 mL, 69.6 mmol) was added methanol (2.5 mL, 62 mmol) and 1 M sodium hydroxide in water (4.23 mL, 4.23 mmol) and the resulting suspension was stirred at room temp. The reaction was stirred for 16 hours at room temperature. Volatiles were then removed in vacuo, and the residue diluted with EtOAc (30 mL). Mixture was then transferred to a separatory funnel containing 1N HCl (5....